This data is from the Open Reaction Database (ORD), a public repository of structured organic reaction records. The task is: describe an organic reaction: reactants, conditions, products, and yield Reactants: C(C)(C)(C)OC(=O)N\C(\C(=O)OCC1=CC=CC=C1)=C/CC[C@@H]([C@@H](CCC(C)C)[C@H](C)OCC1=CC=C(C=C1)OC)OCCC ((6S,7S,Z)-benzyl 2-((tert-butoxycarbonyl)amino)-7-((S)-1-((4-methoxybenzyl)oxy)ethyl)-10-methyl-6-propoxyundec-2-enoate), (+)-1,2-bis((2S,5S)-2,5-diethylphospholano)benzene(1,5-cyclooctadiene)rhodium (I) trifluoromethanesulfonate. Solvent: CO (MeOH). Reaction conditions: time 24 hour. Yields the product C(C)(C)(C)OC(=O)N[C@H](C(=O)OCC1=CC=CC=C1)CCC[C@@H]([C@@H](CCC(C)C)[C@H](C)OCC1=CC=C(C=C1)OC)OCCC ((2S,6S,7S)-benzyl 2-((tert-butoxycarbonyl)-amino)-7-((S)-1-((4-methoxybenzyl)oxy)ethyl)-10-methyl-6-propoxyundecanoate). Yield: 73.0%. Reaction SMILES: [C:1]([O:5][C:6]([NH:8]/[C:9](=[CH:20]\[CH2:21][CH2:22][C@H:23]([O:42][CH2:43][CH2:44][CH3:45])[C@H:24]([C@@H:30]([O:32][CH2:33][C:34]1[CH:39]=[CH:38][C:37]([O:40][CH3:41])=[CH:36][CH:35]=1)[CH3:31])[CH2:25][CH2:26][CH:27]([CH3:29])[CH3:28])/[C:10]([O:12][CH2:13][C:14]1[CH:19]=[CH:18][CH:17]=[CH:16][CH:15]=1)=[O:11])=[O:7])([CH3:4])([CH3:3])[CH3:2]>CO>[C:1]([O:5][C:6]([NH:8][C@@H:9]([CH2:20][CH2:21][CH2:22][C@H:23]([O:42][CH2:43][CH2:44][CH3:45])[C@H:24]([C@@H:30]([O:32][CH2:33][C:34]1[CH:39]=[CH:38][C:37]([O:40][CH3:41])=[CH:36][CH:35]=1)[CH3:31])[CH2:25][CH2:26][CH:27]([CH3:29])[CH3:28])[C:10]([O:12][CH2:13][C:14]1[CH:19]=[CH:18][CH:17]=[CH:16][CH:15]=1)=[O:11])=[O:7])([CH3:2])([CH3:3])[CH3:4]. Procedure details: A solution of (6S,7S,Z)-benzyl 2-((tert-butoxycarbonyl)amino)-7-((S)-1-((4-methoxybenzyl)oxy)ethyl)-10-methyl-6-propoxyundec-2-enoate (1.50 g, 2.40 mmol) in MeOH (9.59 mL) was added to a 45 mL pressure reactor. The system was purged with N2 for 5 min and then (+)-1,2-bis((2S,5S)-2,5-diethylphospholano)benzene(1,5-cyclooctadiene)rhodium (I) trifluoromethanesulfonate (0.0170 g, 0.0240 mmol) was added. The system was purged with hydrogen gas (200 psi) 3 times, charged to 200 psi with hydrogen gas, ... The reactants are C(C)[SiH](CC)CC (triethylsilane), C(O)([O-])=O.[Na+] (sodium hydrogencarbonate), COC1=C(CN2C3=NC(=NC=C3N(C2=O)CC(C(F)(F)F)(F)F)C2=NN(C3=NC=CC=C32)CC3=C(C=CC=C3)F)C=CC(=C1)OC (9-(2,4-Dimethoxybenzyl)-2-[1-(2-fluorobenzyl)-1H-pyrazolo[3,4-b]pyridin-3-yl]-7-(2,2,3,3,3-pentafluoropropyl)-7,9-dihydro-8H-purin-8-one), O (water). Run in FC(C(=O)O)(F)F (trifluoroacetic acid), C(C)(=O)OCC (ethyl acetate). Product: FC1=C(CN2N=C(C=3C2=NC=CC3)C3=NC=C2N(C(NC2=N3)=O)CC(C(F)(F)F)(F)F)C=CC=C1 (2-[1-(2-Fluorobenzyl)-1H-pyrazolo[3,4-b]pyridin-3-yl]-7-(2,2,3,3,3-pentafluoropropyl)-7,9-dihydro-8H-purin-8-one). The yield is 85.1%. As a reaction SMILES: COC1C=C(OC)C=CC=1C[N:6]1[C:14](=[O:15])[N:13]([CH2:16][C:17]([F:23])([F:22])[C:18]([F:21])([F:20])[F:19])[C:12]2[C:7]1=[N:8][C:9]([C:24]1[C:32]3[C:27](=[N:28][CH:29]=[CH:30][CH:31]=3)[N:26]([CH2:33][C:34]3[CH:39]=[CH:38][CH:37]=[CH:36][C:35]=3[F:40])[N:25]=1)=[N:10][CH:11]=2.C([SiH](CC)CC)C.O.C(=O)([O-])O.[Na+]>FC(F)(F)C(O)=O.C(OCC)(=O)C>[F:40][C:35]1[CH:36]=[CH:37][CH:38]=[CH:39][C:34]=1[CH2:33][N:26]1[C:27]2=[N:28][CH:29]=[CH:30][CH:31]=[C:32]2[C:24]([C:9]2[N:8]=[C:7]3[C:12]([N:13]([CH2:16][C:17]([F:22])([F:23])[C:18]([F:19])([F:20])[F:21])[C:14](=[O:15])[NH:6]3)=[CH:11][N:10]=2)=[N:25]1 |f:3.4|. Procedure details: 471 mg (0.60 mmol) of the compound from example 85A were dissolved in 15 ml of trifluoroacetic acid, 698 mg (6.01 mmol) of triethylsilane were added and the mixture was heated to reflux for 18 h. The reaction mixture was admixed with water and ethyl acetate, and neutralized with saturated aqueous sodium hydrogencarbonate solution. The organic phase was dried over sodium sulfate and concentrated on a rotary evaporator. The residue was dried under high vacuum, and purified by means of preparative ... Starting materials: N (ammonia), ClC=1C(=C(C(=O)F)C=C(C1F)Cl)F (3,5-dichloro-2,4-difluorobenzoyl fluoride). Run in O (water). Conditions: time 30 minute. The product is ClC=1C(=C(C(=O)N)C=C(C1F)Cl)F (3,5-dichloro-2,4-difluorobenzamide). Yield: 90.0%. RXN SMILES: [NH3:1].[Cl:2][C:3]1[C:4]([F:14])=[C:5]([CH:9]=[C:10]([Cl:13])[C:11]=1[F:12])[C:6](F)=[O:7]>O>[Cl:2][C:3]1[C:4]([F:14])=[C:5]([CH:9]=[C:10]([Cl:13])[C:11]=1[F:12])[C:6]([NH2:1])=[O:7]. Reported procedure: 620 ml of concentrated aqueous ammonia solution and 600 ml of water are initially introduced, 458 g (2 moles) of 3,5-dichloro-2,4-difluorobenzoyl fluoride are added dropwise at 40°-50°, and then the mixture is stirred at 50° for 30 minutes. The precipitate is filtered off with suction, washed with water and dried. 408 g (90% of theory) of 3,5-dichloro-2,4-difluorobenzamide of melting point 163°-164° are obtained. Reactants: BrC1=[N+](C=C(C=C1)C)[O-] (2-bromo-5-methylpyridine 1-oxide), C(C)(C)(C)N (tert-butylamine), C1(=CC=C(C=C1)S(=O)(=O)OS(=O)(=O)C1=CC=C(C=C1)C)C (p-toluenesulfonic anhydride). Solvent: C(Cl)Cl (DCM), FC=1C(=C(C=CC1)F)F (trifluorobenzene). Conditions: temperature 0 celsius, time 1.5 hour. Yields the product BrC1=CC=C(C(=N1)NC(C)(C)C)C ((6-Bromo-3-methylpyridin-2-yl)-tert-butylamine). The yield is 19.4%. Reaction SMILES: [Br:1][C:2]1[CH:7]=[CH:6][C:5]([CH3:8])=[CH:4][N+:3]=1[O-].[C:10]([NH2:14])([CH3:13])([CH3:12])[CH3:11].C1(C)C=CC(S(OS(C2C=CC(C)=CC=2)(=O)=O)(=O)=O)=CC=1>C(Cl)Cl.FC1C(F)=C(F)C=CC=1>[Br:1][C:2]1[N:3]=[C:4]([NH:14][C:10]([CH3:13])([CH3:12])[CH3:11])[C:5]([CH3:8])=[CH:6][CH:7]=1. Reported procedure: To a solution of 2-bromo-5-methylpyridine 1-oxide (2.0 g, 10.6 mmol) in DCM (40 mL) and trifluorobenzene (17 mL) at 0° C. were added tert-butylamine (8.0 mL, 76.7 mmol) and p-toluenesulfonic anhydride (11.4 g, 35.0 mmol) portion-wise. The reaction mixture was stirred at 0° C. for 1.5 hours and then filtered. The filtrate was concentrated to give a residue that was purified by flash chromatography (Si—PPC, Et2O:pentane, gradient 0:100 to 100:0) to give (6-Bromo-3-methylpyridin-2-yl)-tert-butylami... The reactants are CN1N=CN=C1CO ((2-methyl-2H-[1,2,4]triazol-3-yl)methanol), A-170073, FC1=C(C=CC=C1)C=1C(=NN2C(=NN=C(C21)C)C2=NC=CN=C2)OS(=O)(=O)C2=CC=C(C=C2)C (toluene-4-sulfonic acid 3-(2-fluorophenyl)-4-methyl-7-(pyrazin-2-yl)pyrazolo[1,5-d][1,2,4]triazin-2-yl ester). Yields the product FC1=C(C=CC=C1)C=1C(=NN2C(=NN=C(C21)C)C2=NC=CN=C2)OCC=2N(N=CN2)C (3-(2-Fluorophenyl)-methyl-2-(2-methyl-2H-[1,2,4]triazol-3-ylmethoxy)-7-(pyrazin-2-yl)pyrazolo[1,5-d][1,2,4]triazine). As a reaction SMILES: [CH3:1][N:2]1[C:6]([CH2:7][OH:8])=[N:5][CH:4]=[N:3]1.[F:9][C:10]1[CH:15]=[CH:14][CH:13]=[CH:12][C:11]=1[C:16]1[C:17](OS(C2C=CC(C)=CC=2)(=O)=O)=[N:18][N:19]2[C:24]=1[C:23]([CH3:25])=[N:22][N:21]=[C:20]2[C:26]1[CH:31]=[N:30][CH:29]=[CH:28][N:27]=1>>[F:9][C:10]1[CH:15]=[CH:14][CH:13]=[CH:12][C:11]=1[C:16]1[C:17]([O:8][CH2:7][C:6]2[N:2]([CH3:1])[N:3]=[CH:4][N:5]=2)=[N:18][N:19]2[C:24]=1[C:23]([CH3:25])=[N:22][N:21]=[C:20]2[C:26]1[CH:31]=[N:30][CH:29]=[CH:28][N:27]=1. Procedure details: This compound was prepared using the procedure described in example 7, step e, using (2-methyl-2H-[1,2,4]triazol-3-yl)methanol (prepared as described in EP-A-170073) instead of (2-ethyl-2H-[1,2,4]triazol-3-yl)methanol, and using toluene-4-sulfonic acid 3-(2-fluorophenyl)-4-methyl-7-(pyrazin-2-yl)pyrazolo[1,5-d][1,2,4]triazin-2-yl ester instead of toluene-4-sulfonic acid 3-tert-butyl-7-(2,6-difluorophenyl)-4-methylpyrazolo[1,5-d][1,2,4]triazin-2-yl ester. Data for the title compound: 1H NMR (400 ... Reactants: [Li+].CC(C)[N-]C(C)C (LDA), COC=1C=CC=C2CCC(CC12)=O (8-methoxy-2-tetralone), BrC(C(=O)OC)C (methyl bromopropionate). Solvent: C1CCOC1 (THF). Reaction conditions: temperature -30 celsius, time 30 minute. Yields the product COC(CCC1C(CCC2=CC=CC(=C12)OC)=O)=O ((+-)-1,2,3,4-Tetrahydro-8-methoxy-2-oxo-1-naphthalene propionic acid methyl ester). Isolated yield 62.1%. As a reaction SMILES: [CH3:1][O:2][C:3]1[CH:4]=[CH:5][CH:6]=[C:7]2[C:12]=1[CH2:11][C:10](=[O:13])[CH2:9][CH2:8]2.[Li+].CC([N-]C(C)C)C.Br[CH:23]([CH3:28])[C:24]([O:26][CH3:27])=[O:25]>C1COCC1>[CH3:27][O:26][C:24](=[O:25])[CH2:23][CH2:28][CH:11]1[C:12]2[C:7](=[CH:6][CH:5]=[CH:4][C:3]=2[O:2][CH3:1])[CH2:8][CH2:9][C:10]1=[O:13] |f:1.2|. Procedure: A three-neck, round-bottomed flask, equipped with a dropping funnel and septum, was charged with 1.76 g (10 mmol) of 8-methoxy-2-tetralone and 20 mL of THF under a nitrogen atmosphere. The solution was cooled to -30° C. and 7.5 mL (11 mmol) of LDA (1.5M in cyclohexane) was added dropwise. The solution was stirred for 30 minutes and warmed to 0° C. To this solution, 1.3 mL (12 mmol) of methyl bromopropionate was added. The solution was stirred at room temperature for two hours. The reaction was q... Procedure details: To a solution of [5-[[[4-[[[7-[4-(2-butoxyethoxy)phenyl]-1-isobutyl-2,3-dihydro-1H-1-benzazepin-4-yl]carbonyl]amino]phenyl]thio]methyl]-1H-imidazol-1-yl]ethyl acetate (200 mg) in dichloromethane (10 ml) was added a solution of 3-chloroperbenzoic acid (70%, 0.11 g) in dichloromethane (10 ml) at −78° C. The mixture was stirred for 1 hour at −78° C., an aqueous solution of sodium thiosulfate was added to the mixture, and the mixture was stirred at room temperature for 10 minutes. The mixture was ex... Conditions: temperature -78 celsius, time 1 hour. The yield is 57.5%. Solvent: ClCCl (dichloromethane), ClCCl (dichloromethane). As a reaction SMILES: [C:1]([O:4][CH2:5][CH2:6][N:7]1[C:11]([CH2:12][S:13][C:14]2[CH:19]=[CH:18][C:17]([NH:20][C:21]([C:23]3[CH2:24][CH2:25][N:26]([CH2:48][CH:49]([CH3:51])[CH3:50])[C:27]4[CH:33]=[CH:32][C:31]([C:34]5[CH:39]=[CH:38][C:37]([O:40][CH2:41][CH2:42][O:43][CH2:44][CH2:45][CH2:46][CH3:47])=[CH:36][CH:35]=5)=[CH:30][C:28]=4[CH:29]=3)=[O:22])=[CH:16][CH:15]=2)=[CH:10][N:9]=[CH:8]1)(=[O:3])[CH3:2].ClC1C=CC=C(C(OO)=[O:60])C=1.S([O-])([O-])(=O)=S.[Na+].[Na+]>ClCCl>[C:1]([O:4][CH2:5][CH2:6][N:7]1[C:11]([CH2:12][S:13]([C:14]2[CH:15]=[CH:16][C:17]([NH:20][C:21]([C:23]3[CH2:24][CH2:25][N:26]([CH2:48][CH:49]([CH3:50])[CH3:51])[C:27]4[CH:33]=[CH:32][C:31]([C:34]5[CH:39]=[CH:38][C:37]([O:40][CH2:41][CH2:42][O:43][CH2:44][CH2:45][CH2:46][CH3:47])=[CH:36][CH:35]=5)=[CH:30][C:28]=4[CH:29]=3)=[O:22])=[CH:18][CH:19]=2)=[O:60])=[CH:10][N:9]=[CH:8]1)(=[O:3])[CH3:2] |f:2.3.4|. The reactants are S(=S)(=O)([O-])[O-].[Na+].[Na+] (sodium thiosulfate), C(C)(=O)OCCN1C=NC=C1CSC1=CC=C(C=C1)NC(=O)C=1CCN(C2=C(C1)C=C(C=C2)C2=CC=C(C=C2)OCCOCCCC)CC(C)C ([5-[[[4-[[[7-[4-(2-butoxyethoxy)phenyl]-1-isobutyl-2,3-dihydro-1H-1-benzazepin-4-yl]carbonyl]amino]phenyl]thio]methyl]-1H-imidazol-1-yl]ethyl acetate), ClC1=CC(=CC=C1)C(=O)OO (3-chloroperbenzoic acid). The product is C(C)(=O)OCCN1C=NC=C1CS(=O)C1=CC=C(C=C1)NC(=O)C=1CCN(C2=C(C1)C=C(C=C2)C2=CC=C(C=C2)OCCOCCCC)CC(C)C ([5-[[[4-[[[7-[4-(2-butoxyethoxy)phenyl]-1-isobutyl-2,3-dihydro-1H-1-benzazepin-4-yl]carbonyl]amino]phenyl]sulfinyl]methyl]-1H-imidazol-1-yl]ethyl acetate).